Dataset: the Open Reaction Database (ORD), a public repository of structured organic reaction records. Task: describe an organic reaction: reactants, conditions, products, and yield The reactants are [Cl-].COC[P+](C1=CC=CC=C1)(C1=CC=CC=C1)C1=CC=CC=C1 (Methoxymethyl triphenylphosphonium chloride), C[Si]([N-][Si](C)(C)C)(C)C.[Li+] (Lithium hexamethyldisilazide), C(C)(C)C1=C(C=O)C(=CC(=C1)Br)C(C)C (2,6-diisopropyl-4-bromobenzaldehyde). The solvent is C1CCOC1 (THF), C1CCOC1 (THF). Run at temperature 0 celsius. Yields the product C(C)(C)C1=C(C=COC)C(=CC(=C1)Br)C(C)C (2,6-diisopropyl-4-bromo-β-methoxystyrene). Yield: 78.8%. RXN SMILES: [Cl-].[CH3:2][O:3][CH2:4][P+](C1C=CC=CC=1)(C1C=CC=CC=1)C1C=CC=CC=1.C[Si](C)(C)[N-][Si](C)(C)C.[Li+].[CH:34]([C:37]1[CH:44]=[C:43]([Br:45])[CH:42]=[C:41]([CH:46]([CH3:48])[CH3:47])[C:38]=1[CH:39]=O)([CH3:36])[CH3:35]>C1COCC1>[CH:34]([C:37]1[CH:44]=[C:43]([Br:45])[CH:42]=[C:41]([CH:46]([CH3:48])[CH3:47])[C:38]=1[CH:39]=[CH:2][O:3][CH3:4])([CH3:36])[CH3:35] |f:0.1,2.3|. Reported procedure: Methoxymethyl triphenylphosphonium chloride (18.68 g, 54.5 mmol) was suspended in 200 mL of THF at −78° C. Lithium hexamethyldisilazide (1.0 M in THF, 50 mL) was added dropwise. The resulting mixture was warmed up to 0° C. with stirring. After cooling the solution to −78° C., 2,6-diisopropyl-4-bromobenzaldehyde (11.5 g, 42.7 mmol) in 20 mL of THF was added dropwise. The mixture was slowly warmed up to room temperature and continually stirred overnight. After regular work up, the crude product wa... The reactants are C1CCCCC12NC1(CCCCC1)NC2=O (7,14-diazadispiro[5.1.5.2]pentadecan-15-one), C(C=C)N=C=O (allyl isocyanate), N12CCN(CC1)CC2 (1,4-diazabicyclo[2.2.2]octane). Solvent: C1=CC=CC=C1 (benzene). Run at time 12 hour. Product: C(C=C)NC(=O)N1C2(NC3(CCCCC3)C1=O)CCCCC2 (14-allylcarbamoyl-7,14-diazadispiro[5.1.5.2]pentadecan-15-one). Reaction SMILES: [CH2:1]1[C:6]2([C:15](=[O:16])[NH:14][C:8]3([CH2:13][CH2:12][CH2:11][CH2:10][CH2:9]3)[NH:7]2)[CH2:5][CH2:4][CH2:3][CH2:2]1.[CH2:17]([N:20]=[C:21]=[O:22])[CH:18]=[CH2:19].N12CCN(CC1)CC2>C1C=CC=CC=1>[CH2:17]([NH:20][C:21]([N:14]1[C:15](=[O:16])[C:6]2([CH2:1][CH2:2][CH2:3][CH2:4][CH2:5]2)[NH:7][C:8]21[CH2:13][CH2:12][CH2:11][CH2:10][CH2:9]2)=[O:22])[CH:18]=[CH2:19]. Procedure: 4.4 Parts of 7,14-diazadispiro[5.1.5.2]pentadecan-15-one, 20 parts of allyl isocyanate and a trace of 1,4-diazabicyclo[2.2.2]octane in 100 parts of dry benzene were heated at reflux for 18 hours. The solvent was evaporated in vacuo and the residue was stirred in 100 parts of water for 12 hours. This phase was extracted with chloroform and the extracts washed with brine and dried over magnesium sulphate. Evaporation of the solvent in vacuo afforded an oil which was chromatographed on an alumina c... Reaction SMILES: [Br:1][CH2:2][CH2:3][CH2:4][CH2:5][CH2:6][CH2:7][CH2:8][CH2:9][CH2:10][CH2:11][CH2:12][CH2:13][S:14](Cl)(=[O:16])=[O:15].[CH:18]1([NH2:21])[CH2:20][CH2:19]1>>[CH:18]1([NH:21][S:14]([CH2:13][CH2:12][CH2:11][CH2:10][CH2:9][CH2:8][CH2:7][CH2:6][CH2:5][CH2:4][CH2:3][CH2:2][Br:1])(=[O:16])=[O:15])[CH2:20][CH2:19]1. Reported procedure: The reaction was carried out in the same manner as in Preparation Example 3 except for using 12-bromododecanesulfonyl chloride (2.92g, 8.4 mmol) in place of 6-bromohexanesulfonyl chloride, and cyclopropylamine (1.08g, 18.5 mmol), to give N-cyclopropyl-12-bromododecanesulfonamide (2.99 g) as colorless crystals. Product: C1(CC1)NS(=O)(=O)CCCCCCCCCCCCBr (N-cyclopropyl-12-bromododecanesulfonamide). Reactants: BrCCCCCCCCCCCCS(=O)(=O)Cl (12-bromododecanesulfonyl chloride), C1(CC1)N (cyclopropylamine). Isolated yield 96.6%. The reactants are NC1=C2N=CN(C2=NC=N1)[C@H]1[C@H](O)[C@@H]([C@H](O1)C(=O)O)NC([C@@H](NC([C@@H](NC(=O)OC(C)(C)C)CC1=CC=C(C=C1)OC)=O)CC1=CC=C(C=C1)OC)=O (1-(6-Amino-9H-purin-9-yl)-3-[N-(N-tert-butoxycarbonyl-O-methyl-L-tyrosyl)-O-methyl-L-tyrosylamino]-1,3-dideoxy-β-D-ribofuranuronic acid). Solvent: C(=O)O (formic acid). The product is NC1=C2N=CN(C2=NC=N1)[C@H]1[C@H](O)[C@@H]([C@H](O1)C(=O)O)NC([C@@H](NC([C@@H](N)CC1=CC=C(C=C1)OC)=O)CC1=CC=C(C=C1)OC)=O (1-(6-Amino-9H-purin-9-yl)-3-[N-(O-methyl-L-tyrosyl)-O-methyl-L-tyrosylamino]-1,3-dideoxy-β-D-ribofuranuronic acid). Isolated yield 53.3%. As a reaction SMILES: [NH2:1][C:2]1[N:10]=[CH:9][N:8]=[C:7]2[C:3]=1[N:4]=[CH:5][N:6]2[C@@H:11]1[O:16][C@H:15]([C:17]([OH:19])=[O:18])[C@@H:14]([NH:20][C:21](=[O:53])[C@H:22]([CH2:44][C:45]2[CH:50]=[CH:49][C:48]([O:51][CH3:52])=[CH:47][CH:46]=2)[NH:23][C:24](=[O:43])[C@H:25]([CH2:34][C:35]2[CH:40]=[CH:39][C:38]([O:41][CH3:42])=[CH:37][CH:36]=2)[NH:26]C(OC(C)(C)C)=O)[C@H:12]1[OH:13]>C(O)=O>[NH2:1][C:2]1[N:10]=[CH:9][N:8]=[C:7]2[C:3]=1[N:4]=[CH:5][N:6]2[C@@H:11]1[O:16][C@H:15]([C:17]([OH:19])=[O:18])[C@@H:14]([NH:20][C:21](=[O:53])[C@H:22]([CH2:44][C:45]2[CH:50]=[CH:49][C:48]([O:51][CH3:52])=[CH:47][CH:46]=2)[NH:23][C:24](=[O:43])[C@H:25]([CH2:34][C:35]2[CH:40]=[CH:39][C:38]([O:41][CH3:42])=[CH:37][CH:36]=2)[NH2:26])[C@H:12]1[OH:13]. Procedure: 1-(6-Amino-9H-purin-9-yl)-3-[N-(O-methyl-L-tyrosyl)-O-methyl-L-tyrosylamino]-1,3-dideoxy-β-D-ribofuranuronic acid (46 mg) was prepared by reacting 1-(6-amino-9H-purin-9-yl)-3-[N-(N-tert-butoxycarbonyl-O-methyl-L-tyrosyl)-O-methyl-L-tyrosylamino]-1,3-dideoxy-β-D-ribofuranuronic acid (100 mg) prepared in Example 86 with formic acid according to a similar manner to that of Example 45, mp. 175°-177° C. (dec.). Starting materials: Cl.Cl.NC1=CC(=C(C(=O)NCC2CCNCC2)C=C1Cl)OC (4-Amino-5-chloro-2-methoxy-N-(piperidin-4-ylmethyl)benzamide dihydrochloride), C([O-])([O-])=O.[K+].[K+] (potassium carbonate), BrCCCCCC(=O)C1=CC(=C(C=C1)OC)OC (6-bromo-1-(3,4-dimethoxyphenyl)-1-hexanone). Yields the product NC1=CC(=C(C(=O)NCC2CCN(CC2)CCCCCC(=O)C2=CC(=C(C=C2)OC)OC)C=C1Cl)OC (4-amino-5-chloro-N-((1-(6-(3,4-dimethoxyphenyl)-6-oxohexyl)piperidin-4-yl)methyl)-2-methoxybenzamide). Yield: 35.5%. Reaction SMILES: Cl.Cl.[NH2:3][C:4]1[C:19]([Cl:20])=[CH:18][C:7]([C:8]([NH:10][CH2:11][CH:12]2[CH2:17][CH2:16][NH:15][CH2:14][CH2:13]2)=[O:9])=[C:6]([O:21][CH3:22])[CH:5]=1.C(=O)([O-])[O-].[K+].[K+].Br[CH2:30][CH2:31][CH2:32][CH2:33][CH2:34][C:35]([C:37]1[CH:42]=[CH:41][C:40]([O:43][CH3:44])=[C:39]([O:45][CH3:46])[CH:38]=1)=[O:36]>>[NH2:3][C:4]1[C:19]([Cl:20])=[CH:18][C:7]([C:8]([NH:10][CH2:11][CH:12]2[CH2:13][CH2:14][N:15]([CH2:30][CH2:31][CH2:32][CH2:33][CH2:34][C:35]([C:37]3[CH:42]=[CH:41][C:40]([O:43][CH3:44])=[C:39]([O:45][CH3:46])[CH:38]=3)=[O:36])[CH2:16][CH2:17]2)=[O:9])=[C:6]([O:21][CH3:22])[CH:5]=1 |f:0.1.2,3.4.5|. Procedure: 4-Amino-5-chloro-2-methoxy-N-(piperidin-4-ylmethyl)benzamide dihydrochloride (1.1 g) as starting compound, potassium carbonate (2.0 g) and 6-bromo-1-(3,4-dimethoxyphenyl)-1-hexanone (1.0 g) were reacted and treated in the same manner as in Example 172 to give 0.56 g of 4-amino-5-chloro-N-((1-(6-(3,4-dimethoxyphenyl)-6-oxohexyl)piperidin-4-yl)methyl)-2-methoxybenzamide. Reactants: C12C(C3CC(CC(C1)C3)C2)C2=C(C=C(C(=C2)C)[N+](=O)[O-])O (2-admantyl-4-methyl-5-nitrophenol). Reagents/catalysts: [Pd] (Pd). The solvent is CCO (EtOH). Conditions: time 8 hour. Product: C12C(C3CC(CC(C1)C3)C2)C2=C(C=C(C(=C2)C)N)O (2-admantyl-4-methyl-5-aminophenol). As a reaction SMILES: [CH:1]12[CH2:10][CH:5]3[CH2:6][CH:7]([CH2:9][CH:3]([CH2:4]3)[CH:2]1[C:11]1[CH:16]=[C:15]([CH3:17])[C:14]([N+:18]([O-])=O)=[CH:13][C:12]=1[OH:21])[CH2:8]2>CCO.[Pd]>[CH:3]12[CH2:4][CH:5]3[CH2:6][CH:7]([CH2:8][CH:1]([CH2:10]3)[CH:2]1[C:11]1[CH:16]=[C:15]([CH3:17])[C:14]([NH2:18])=[CH:13][C:12]=1[OH:21])[CH2:9]2. Procedure details: To a solution of 2-admantyl-4-methyl-5-nitrophenol (231 mg, 1.6 mmol) in EtOH (2 mL) was added Pd-5% wt on carbon (10 mg). The mixture was stirred under H2 (1 atm) overnight and then filtered through Celite. The filtrate was evaporated to dryness to provide 2-admantyl-4-methyl-5-aminophenol (C-12), which was used without further purification. HPLC ret. time 2.52 min, 10-99% CH3CN, 5 min run; ESI-MS 258.3 m/z (MH+). Starting materials: C1(CCCCC1)ON1C(CC(CC1(C)C)O)(C)C (1-cyclohexyloxy-4-hydroxy-2,2,6,6-tetramethylpiperidine), [NH2-].[Li+] (lithium amide), SCCC(=O)OC (methyl 3-mercaptopropionate). Solvent: C1(=CC=CC=C1)C (toluene). Product: SCCC(=O)OC1CC(N(C(C1)(C)C)OC1CCCCC1)(C)C (1-Cyclohexyloxy-2,2,6,6-tetramethylpiperidin-4-yl 3-Mercaptopropionate). Reaction SMILES: [CH:1]1([O:7][N:8]2[C:13]([CH3:15])([CH3:14])[CH2:12][CH:11]([OH:16])[CH2:10][C:9]2([CH3:18])[CH3:17])[CH2:6][CH2:5][CH2:4][CH2:3][CH2:2]1.[NH2-].[Li+].[SH:21][CH2:22][CH2:23][C:24](OC)=[O:25]>C1(C)C=CC=CC=1>[SH:21][CH2:22][CH2:23][C:24]([O:16][CH:11]1[CH2:10][C:9]([CH3:18])([CH3:17])[N:8]([O:7][CH:1]2[CH2:2][CH2:3][CH2:4][CH2:5][CH2:6]2)[C:13]([CH3:14])([CH3:15])[CH2:12]1)=[O:25] |f:1.2|. Procedure details: The general procedure of Example 1 is followed using 2.00 grams (7.8 mmol) of 1-cyclohexyloxy-4-hydroxy-2,2,6,6-tetramethylpiperidine, 0.18 gram of lithium amide and 0.94 gram (7.8 mmol) of methyl 3-mercaptopropionate in 50 ml of toluene to afford the title compound after purification by silical gel chromatography. The reactants are ice, methyl (4-chloroformyl)butyrate, O (water), NC=1C(=C(C(=C(C1I)C(=O)O)I)C(=O)O)I (5-amino-2,4,6-triiodo-1,3-benzenedicarboxylic acid), diacid chloride. The solvent is CC(=O)N(C)C (dimethylacetamide). Run at time 18 hour. Product: C(=O)(O)CCCC(=O)NC=1C(=C(C(=C(C1I)C(=O)O)I)C(=O)O)I (5-[(4-Carboxy-1-oxobutyl)-amino]-2,4,6-triiodo-1,3-benzenedicarboxylic acid). RXN SMILES: [NH2:1][C:2]1[C:3]([I:16])=[C:4]([C:13]([OH:15])=[O:14])[C:5]([I:12])=[C:6]([C:9]([OH:11])=[O:10])[C:7]=1[I:8].[OH2:17]>CC(N(C)C)=O>[C:13]([CH2:4][CH2:5][CH2:6][C:9]([NH:1][C:2]1[C:7]([I:8])=[C:6]([C:9]([OH:11])=[O:10])[C:5]([I:12])=[C:4]([C:13]([OH:15])=[O:14])[C:3]=1[I:16])=[O:10])([OH:14])=[O:17]. Procedure details: To an ice cool stirred solution of 5-amino-2,4,6-triiodo-1,3-benzenedicarboxylic acid, diacid chloride (2.7 g, 4.6 mmol) in 3 mL of dimethylacetamide was added methyl (4-chloroformyl)butyrate (1.5 g, 9.0 mmol). The solution was stirred for 18 hours at room temperature. The reaction mixture ws poured into 25 mL of water and extracted with 3×15 mL of ethyl acetate. The combined organic phase was extracted with 2×10 mL of water, dried over anhydrous magnesium sulfate, filtered and evaporated in vac... The reactants are CC(=O)Nc1ccc2c(Cl)ccnc2n1, CC(C)O, Cc1cc(F)c(N)cc1O. Product: CC(=O)Nc1ccc2c(Nc3cc(O)c(C)cc3F)ccnc2n1, Cl. Reaction SMILES: [C:1]([CH3:2])(=[O:3])[NH:4][c:5]1[n:6][c:7]2[n:8][cH:9][cH:10][c:11]([Cl:15])[c:12]2[cH:13][cH:14]1.[CH:26]([OH:27])([CH3:28])[CH3:29].[F:16][c:17]1[c:18]([NH2:19])[cH:20][c:21]([OH:25])[c:22]([CH3:24])[cH:23]1>>[C:1]([CH3:2])(=[O:3])[NH:4][c:5]1[n:6][c:7]2[n:8][cH:9][cH:10][c:11]([NH:19][c:18]3[c:17]([F:16])[cH:23][c:22]([CH3:24])[c:21]([OH:25])[cH:20]3)[c:12]2[cH:13][cH:14]1.[ClH:15]. Reaction SMILES: [CH:1]1([N:4]([C:44](=[O:49])[C:45]([F:48])([F:47])[F:46])[CH:5]2[C:14]3[CH2:13][S:12][N:11]=[C:10]([N:15]([C:23]([O:25][C:26]([CH3:29])([CH3:28])[CH3:27])=[O:24])[C:16]([O:18][C:19]([CH3:22])([CH3:21])[CH3:20])=[O:17])[C:9]4=[N:30][N:31]([CH2:33][C:34]5[C:39]([CH3:40])=[C:38]([O:41][CH3:42])[C:37]([CH3:43])=[CH:36][N:35]=5)[N:32]=[C:7]([C:8]=34)[CH2:6]2)[CH2:3][CH2:2]1.C(O)C.CCCCCC>C(O)C>[CH:1]1([N:4]([C:44](=[O:49])[C:45]([F:46])([F:48])[F:47])[C@@H:5]2[C:14]3[CH2:13][S:12][N:11]=[C:10]([N:15]([C:16]([O:18][C:19]([CH3:20])([CH3:21])[CH3:22])=[O:17])[C:23]([O:25][C:26]([CH3:29])([CH3:28])[CH3:27])=[O:24])[C:9]4=[N:30][N:31]([CH2:33][C:34]5[C:39]([CH3:40])=[C:38]([O:41][CH3:42])[C:37]([CH3:43])=[CH:36][N:35]=5)[N:32]=[C:7]([C:8]=34)[CH2:6]2)[CH2:3][CH2:2]1.[CH:1]1([N:4]([C:44](=[O:49])[C:45]([F:46])([F:48])[F:47])[C@H:5]2[C:14]3[CH2:13][S:12][N:11]=[C:10]([N:15]([C:16]([O:18][C:19]([CH3:20])([CH3:21])[CH3:22])=[O:17])[C:23]([O:25][C:26]([CH3:29])([CH3:28])[CH3:27])=[O:24])[C:9]4=[N:30][N:31]([CH2:33][C:34]5[C:39]([CH3:40])=[C:38]([O:41][CH3:42])[C:37]([CH3:43])=[CH:36][N:35]=5)[N:32]=[C:7]([C:8]=34)[CH2:6]2)[CH2:3][CH2:2]1 |f:1.2|. Yield: 33.0%. The product is C1(CC1)N([C@H]1CC=2C=3C(C(=NSCC13)N(C(=O)OC(C)(C)C)C(=O)OC(C)(C)C)=NN(N2)CC2=NC=C(C(=C2C)OC)C)C(C(F)(F)F)=O (di-tert-butyl {8-(S)-[cyclopropyl(trifluoroacetyl)amino]-2-[(4-methoxy-3,5-dimethylpyridin-2-yl)methyl]-2,7,8,9-tetrahydro-6-thia-1,2,3,5-tetraazabenzo[cd]azulen-4-yl}imidodicarbonate), C1(CC1)N([C@@H]1CC=2C=3C(C(=NSCC13)N(C(=O)OC(C)(C)C)C(=O)OC(C)(C)C)=NN(N2)CC2=NC=C(C(=C2C)OC)C)C(C(F)(F)F)=O (di-tert-butyl {8-(R)-[cyclopropyl(trifluoroacetyl)amino]-2-[(4-methoxy-3,5-dimethylpyridin-2-yl)methyl]-2,7,8,9-tetrahydro-6-thia-1,2,3,5-tetraazabenzo[cd]azulen-4-yl}imidodicarbonate). The reactants are C1(CC1)N(C1CC=2C=3C(C(=NSCC13)N(C(=O)OC(C)(C)C)C(=O)OC(C)(C)C)=NN(N2)CC2=NC=C(C(=C2C)OC)C)C(C(F)(F)F)=O (Di-tert-butyl {8-[cyclopropyl(trifluoroacetyl)amino]-2-[(4-methoxy-3,5-dimethylpyridin-2-yl)methyl]-2,7,8,9-tetrahydro-6-thia-1,2,3,5-tetraazabenzo[cd]azulen-4-yl}imidodicarbonate), C(C)O.CCCCCC (ethanol n-hexane). Run in C(C)O (ethanol). Procedure details: Di-tert-butyl {8-[cyclopropyl(trifluoroacetyl)amino]-2-[(4-methoxy-3,5-dimethylpyridin-2-yl)methyl]-2,7,8,9-tetrahydro-6-thia-1,2,3,5-tetraazabenzo[cd]azulen-4-yl}imidodicarbonate (1.0 g) was dissolved in ethanol (20 ml) and optically resolved by AD column 50×500 mm (15% ethanol/n-hexane 50.0 ml/min). This operation was repeated three times to obtain di-tert-butyl {8-(S)-[cyclopropyl(trifluoroacetyl)amino]-2-[(4-methoxy-3,5-dimethylpyridin-2-yl)methyl]-2,7,8,9-tetrahydro-6-thia-1,2,3,5-tetraazab...